This data is from the Open Reaction Database (ORD), a public repository of structured organic reaction records. The task is: describe an organic reaction: reactants, conditions, products, and yield The reactants are O (water), C([O-])([O-])=O.[Ce+3].C([O-])([O-])=O.C([O-])([O-])=O.[Ce+3] (cerium carbonate). The solvent is C(C)(=O)O (acetic acid). Yields the product C(C)(=O)[O-].[Ce+3].C(C)(=O)[O-].C(C)(=O)[O-] (cerium acetate). RXN SMILES: O.[C:2](=[O:5])([O-])[O-:3].[Ce+3:6].[C:7](=[O:10])([O-])[O-:8].[C:11](=[O:14])([O-])[O-:12].[Ce+3]>C(O)(=O)C>[C:2]([O-:3])(=[O:5])[CH3:7].[Ce+3:6].[C:7]([O-:8])(=[O:10])[CH3:11].[C:11]([O-:12])(=[O:14])[CH3:2] |f:1.2.3.4.5,7.8.9.10|. Procedure: 1147 g of water and 136 g of acetic acid were mixed and 236 g of cerium carbonate was added to form a clear solution of cerium acetate. The mixture was stirred for 48 hours to completely dissolve the carbonate. To the cerium acetate was added 512 g of zirconium acetate (20 wt % ZrO2) and stirred to make a homogeneous solution. The solution was spray dried at 110° C. to form a white powder of mixed acetates. The powder was calcined in a muffle furnace to a temperature of 500° C. for 1 hour to for... The reactants are CO (MeOH), C(C1=CC=CC=C1)N1CC(CCC1)C(C1=C2C(=NC=C1Cl)NC=C2)=NN (4-((1-benzylpiperidin-3-yl)(hydrazono)methyl)-5-chloro-1H-pyrrolo[2,3-b]pyridine), CC(C)([O-])C.[Na+] (sodium tert-butoxide), (R)-1-[(S)-2-(dicyclohexylphosphino)ferrocenyl]ethyl-di-tert-butyl phosphine, (R)-1-[(S)-2-(dicyclohexylphosphino)ferrocenyl]ethyl-di-tert-butyl phosphine. Reagents/catalysts: C(C)(=O)[O-].[Pd+2].C(C)(=O)[O-] (palladium acetate), C(C)(=O)[O-].[Pd+2].C(C)(=O)[O-] (palladium acetate), C1(CCCCC1)P(C=1[C-](C=CC1)CCP(C(C)(C)C)C(C)(C)C)C1CCCCC1.[CH-]1C=CC=C1.[Fe+2] ((−2-(dicyclohexylphosphino)ferrocenyl]ethyl-di-tert-butyl phosphine), C(C)(=O)[O-].[Pd+2].C(C)(=O)[O-] (palladium acetate). Solvent: CN1CCCC1=O (NMP). Run at temperature 160 celsius. The product is C(C1=CC=CC=C1)N1CC(CCC1)C1=NNC=2C1=C1C(=NC2)NC=C1 (1-(1-benzylpiperidin-3-yl)-3,6-dihydropyrazolo[4,3-d]pyrrolo[2,3-b]pyridine). Yield: 19.0%. As a reaction SMILES: [CH2:1]([N:8]1[CH2:13][CH2:12][CH2:11][CH:10]([C:14](=[N:25][NH2:26])[C:15]2[C:20](Cl)=[CH:19][N:18]=[C:17]3[NH:22][CH:23]=[CH:24][C:16]=23)[CH2:9]1)[C:2]1[CH:7]=[CH:6][CH:5]=[CH:4][CH:3]=1.CC(C)([O-])C.[Na+].CO>CN1C(=O)CCC1.C([O-])(=O)C.[Pd+2].C([O-])(=O)C.C1(P(C2CCCCC2)C2[C-](CCP(C(C)(C)C)C(C)(C)C)C=CC=2)CCCCC1.[CH-]1C=CC=C1.[Fe+2]>[CH2:1]([N:8]1[CH2:13][CH2:12][CH2:11][CH:10]([C:14]2[C:15]3=[C:16]4[CH:24]=[CH:23][NH:22][C:17]4=[N:18][CH:19]=[C:20]3[NH:26][N:25]=2)[CH2:9]1)[C:2]1[CH:7]=[CH:6][CH:5]=[CH:4][CH:3]=1 |f:1.2,5.6.7,8.9.10|. Reported procedure: A mixture of 4-((1-benzylpiperidin-3-yl)(hydrazono)methyl)-5-chloro-1H-pyrrolo[2,3-b]pyridine (1.04 g, 2.84 mmol), sodium tert-butoxide (0.652 g, 6.78 mmol), palladium acetate (0.0064 g, 0.028 mmol) and (R)-1-[(S)-2-(dicyclohexylphosphino)ferrocenyl]ethyl-di-tert-butyl phosphine (0.016 g, 0.028 mmol) in NMP (10 mL) was heated in the microwave at about 160° C. for about 30 min. Additional palladium acetate (0.0064 g, 0.028 mmol) and (R)-1-[(S)-2-(dicyclohexylphosphino)ferrocenyl]ethyl-di-tert-but... The reactants are C1=CC(=CC=C1N)O (p-aminophenol), [OH-].[K+] (potassium hydroxide). Solvent: CS(=O)C (dimethylsulfoxide). Yields the product NC1=CC=C(C=C1)[O-].[K+] (potassium p-aminophenolate). RXN SMILES: [CH:1]1[C:6]([NH2:7])=[CH:5][CH:4]=[C:3]([OH:8])[CH:2]=1.[OH-].[K+:10]>CS(C)=O>[NH2:7][C:6]1[CH:1]=[CH:2][C:3]([O-:8])=[CH:4][CH:5]=1.[K+:10] |f:1.2,4.5|. Reported procedure: 6.6 g (0.06 mol) of p-aminophenol in 4.0 g (0.06 mol) potassium hydroxide (purity 85%) and 80 ml of dimethylsulfoxide was heated under stirring. The water generated was distilled off under reduced pressure to obtain the potassium p-aminophenolate. To the solution, which was allowed to be cooled to room temperature, was added a solution of 10.9 g (0.06 mol) of 6-fluoro-2-chloroquinoxaline dissolved in 60 ml of dioxane. The mixture was reacted at 50°-60° C. for 3 hours. After the reaction was over... Starting materials: ClC1=C(C=C(C=C1)[N+](=O)[O-])C(F)(F)F (2-chloro-5-nitrobenzotrifluoride), CC([O-])C.[Na+] (sodium isopropoxide), O (water). Run in CS(=O)C (dimethyl sulfoxide), CS(=O)C (dimethyl sulfoxide). Conditions: time 1 hour. The product is C(C)(C)OC1=C(C=C(C=C1)[N+](=O)[O-])C(F)(F)F (2-isopropoxy-5-nitrobenzotrifluoride). RXN SMILES: [CH3:1][CH:2]([CH3:4])[O-:3].[Na+].Cl[C:7]1[CH:12]=[CH:11][C:10]([N+:13]([O-:15])=[O:14])=[CH:9][C:8]=1[C:16]([F:19])([F:18])[F:17].O>CS(C)=O>[CH:2]([O:3][C:7]1[CH:12]=[CH:11][C:10]([N+:13]([O-:15])=[O:14])=[CH:9][C:8]=1[C:16]([F:17])([F:18])[F:19])([CH3:4])[CH3:1] |f:0.1|. Procedure: A solution of 41 g of sodium isopropoxide in 300 ml of dimethyl sulfoxide was added drop-by-drop to a chilled (5° C.) solution of 118 g of 2-chloro-5-nitrobenzotrifluoride in 100 ml of dimethyl sulfoxide. The resulting mixture was stirred at room temperature for one hour, poured into water, and the resulting mixture was extracted with ether. The extract was washed with water, dried, and the solvent was evaporated. The liquid residue was taken up in hexane and the solution was chilled to give a s... Reactants: C(C=C)OC1=C(C=C(C=O)C=C1I)OC (4-allyloxy-5-iodo-3-methoxybenzaldehyde), C(=C)C(=O)C1=CC(=C(C(=C1)OC)OC)OC (3,4,5-trimethoxyphenyl vinyl ketone), C(C)O (Ethanol). Reagents/catalysts: S1C=NC=C1 (thiazole). Solvent: C(C)N(CC)CC (triethylamine). Reaction conditions: temperature 70 celsius, time 2 hour. Product: C(C=C)OC1=C(C=C(C=C1I)C(CCC(=O)C1=CC(=C(C(=C1)OC)OC)OC)=O)OC (1-(4-allyloxy-5-iodo-3-methoxyphenyl)-4-(3,4,5-trimethoxyphenyl)-1,4-butanedione). Reaction SMILES: [CH2:1]([O:4][C:5]1[C:12]([I:13])=[CH:11][C:8]([CH:9]=[O:10])=[CH:7][C:6]=1[O:14][CH3:15])[CH:2]=[CH2:3].[CH:16]([C:18]([C:20]1[CH:25]=[C:24]([O:26][CH3:27])[C:23]([O:28][CH3:29])=[C:22]([O:30][CH3:31])[CH:21]=1)=[O:19])=[CH2:17].C(O)C>S1C=CN=C1.C(N(CC)CC)C>[CH2:1]([O:4][C:5]1[C:12]([I:13])=[CH:11][C:8]([C:9](=[O:10])[CH2:17][CH2:16][C:18]([C:20]2[CH:21]=[C:22]([O:30][CH3:31])[C:23]([O:28][CH3:29])=[C:24]([O:26][CH3:27])[CH:25]=2)=[O:19])=[CH:7][C:6]=1[O:14][CH3:15])[CH:2]=[CH2:3]. Procedure details: A mixture of 4-allyloxy-5-iodo-3-methoxybenzaldehyde (46 g, 0.15 mol), 3,4,5-trimethoxyphenyl vinyl ketone (38 g, 0.16 mol) and thiazole catalyst (6 g, 0.07 mol) in triethylamine (200 ml) was heated, with stirring, at 70° C. for 2 hours, and kept at room temperature overnight. Ethanol was added to the solid mass, filtered, and the filtrate was evaporated to a residue, which was purified by HPLC (hexane-ethyl acetate; 2:1, v/v) to afford 1-(4-allyloxy-5-iodo-3-methoxyphenyl)-4-(3,4,5-trimethoxyph... Starting materials: CC(C)C[Al+]CC(C)C, CCCCCC, COC(=O)c1c(F)ccc2nn(C)cc12, [H-], C1CCOC1, O. Yields the product Cn1cc2c(CO)c(F)ccc2n1. As a reaction SMILES: [CH2:17]([Al+:18][CH2:19][CH:20]([CH3:21])[CH3:22])[CH:23]([CH3:24])[CH3:25].[CH3:32][CH2:33][CH2:34][CH2:35][CH2:36][CH3:37].[F:1][c:2]1[c:3]([C:12](=[O:13])[O:14][CH3:15])[c:4]2[cH:5][n:6]([CH3:11])[n:7][c:8]2[cH:9][cH:10]1.[H-:16].[O:27]1[CH2:28][CH2:29][CH2:30][CH2:31]1.[OH2:26]>>[F:1][c:2]1[c:3]([CH2:12][OH:13])[c:4]2[cH:5][n:6]([CH3:11])[n:7][c:8]2[cH:9][cH:10]1.